This data is from the Open Reaction Database (ORD), a public repository of structured organic reaction records. The task is: describe an organic reaction: reactants, conditions, products, and yield The product is C(=O)(OCC)C=1C(=CN2C=NC=3C=CC=CC3C21)C(=O)OCC (1,2-Dicarbethoxypyrrolo[1,2-c]quinazoline). Solvent: CCO (EtOH). RXN SMILES: Br[CH2:2][C:3](=O)[C:4]([O:6][CH2:7][CH3:8])=[O:5].[N:10]1[C:19]2[C:14](=[CH:15][CH:16]=[CH:17][CH:18]=2)[C:13]([CH2:20][C:21]([O:23][CH2:24][CH3:25])=[O:22])=[N:12][CH:11]=1.C(=O)(O)[O-].[Na+]>CCO>[C:4]([C:3]1[C:20]([C:21]([O:23][CH2:24][CH3:25])=[O:22])=[CH:13][N:12]2[C:2]=1[C:18]1[CH:17]=[CH:16][CH:15]=[CH:14][C:19]=1[N:10]=[CH:11]2)([O:6][CH2:7][CH3:8])=[O:5] |f:2.3|. Reported procedure: A solution of ethyl bromopyruvate (8.0 g, 0.1041 m) and ethyl 4-quinazolylacetate prepared according to the procedure of Elderfield and Serlin, J. Org. Chem. 16, 1669 (1951) (2.32 g, 0.011 m) in dry EtOH (250 ml) was heated at reflux for 24 hr. Sodium bicarbonate was added until effervescence ceased. A solid formed and this was filtered, washed well with H2O, and dried. The crude product (1.8 g) was chromatographed on 150 g of Silicar. The desired product was eluted with 3% EtOAc/benzene. Crysta... Reactants: BrCC(C(=O)OCC)=O (ethyl bromopyruvate), N1=CN=C(C2=CC=CC=C12)CC(=O)OCC (ethyl 4-quinazolylacetate), C([O-])(O)=O.[Na+] (Sodium bicarbonate).